This data is from the Open Reaction Database (ORD), a public repository of structured organic reaction records. The task is: describe an organic reaction: reactants, conditions, products, and yield Starting materials: CS(=O)(=O)N (methane sulfonamide), CC(CC(NC(CC1=CC=C(C=C1)NC(=O)NC1=C(C=CC=C1)C)=O)C=1SC(=CN1)CCC(=O)O)C (3-[2-(3-Methyl-1-{2-[4-(3-o-tolyl-ureido)-phenyl]-acetylamino}-butyl)-thiazol-5-yl]-propionic acid), CN(C)C=O (DMF), CCN=C=NCCCN(C)C.Cl (EDCl). The reagents and catalysts are CN(C)C=1C=CN=CC1 (DMAP). Run in CCOC(=O)C (EtOAc). The product is CS(=O)(=O)NC(CCC1=CN=C(S1)C(CC(C)C)NC(CC1=CC=C(C=C1)NC(=O)NC1=C(C=CC=C1)C)=O)=O (N-{1-[5-(3-Methanesulfonylamino-3-oxo-propyl)-thiazol-2-yl]-3-methyl-butyl}-2-[4-(3-o-tolyl-ureido)-phenyl]-acetamide). The yield is 25.6%. As a reaction SMILES: [CH3:1][CH:2]([CH3:36])[CH2:3][CH:4]([C:26]1[S:27][C:28]([CH2:31][CH2:32][C:33]([OH:35])=O)=[CH:29][N:30]=1)[NH:5][C:6](=[O:25])[CH2:7][C:8]1[CH:13]=[CH:12][C:11]([NH:14][C:15]([NH:17][C:18]2[CH:23]=[CH:22][CH:21]=[CH:20][C:19]=2[CH3:24])=[O:16])=[CH:10][CH:9]=1.CN(C=O)C.CCN=C=NCCCN(C)C.Cl.[CH3:54][S:55]([NH2:58])(=[O:57])=[O:56]>CN(C1C=CN=CC=1)C.CCOC(C)=O>[CH3:54][S:55]([NH:58][C:33](=[O:35])[CH2:32][CH2:31][C:28]1[S:27][C:26]([CH:4]([NH:5][C:6](=[O:25])[CH2:7][C:8]2[CH:9]=[CH:10][C:11]([NH:14][C:15]([NH:17][C:18]3[CH:23]=[CH:22][CH:21]=[CH:20][C:19]=3[CH3:24])=[O:16])=[CH:12][CH:13]=2)[CH2:3][CH:2]([CH3:36])[CH3:1])=[N:30][CH:29]=1)(=[O:57])=[O:56] |f:2.3|. Procedure details: A mixture of 3-[2-(3methyl-1-{2-[4-(3-o-tolyl-ureido)-phenyl]-acetylamino}-butyl)-thiazol-5-yl]-propionic acid (Example 13) (91 mg, 0.2 mmol), DMF (5 ml), EDCl (48 mg, 0.2 mmol) and DMAP (26 mg, 0.2 mmol) was stirred at room temperature. After 10 min. methane sulfonamide (51 mg, 0.5 mmol) was added. After stirring 16 h the solution was diluted with EtOAc and washed with 1N HCl (2×). The organic layer was dried over Na2SO4; filtered; and concentrated under reduced pressure. The resulting solid wa... Starting materials: COC(=O)CCCC1C=Cc2c(C=O)cc(OC)c(OC)c2O1, [Cl-], Cl, [Na+], [Na+], C1CCOC1, [OH-]. The product is COc1cc(C=O)c2c(c1OC)OC(CCCC(=O)O)C=C2. As a reaction SMILES: [CH:1](=[O:2])[c:3]1[cH:4][c:5]([O:22][CH3:23])[c:6]([O:20][CH3:21])[c:7]2[c:8]1[CH:9]=[CH:10][CH:11]([CH2:13][CH2:14][CH2:15][C:16](=[O:17])[O:18][CH3:19])[O:12]2.[Cl-:27].[ClH:26].[Na+:25].[Na+:28].[O:29]1[CH2:30][CH2:31][CH2:32][CH2:33]1.[OH-:24]>>[CH:1](=[O:2])[c:3]1[cH:4][c:5]([O:22][CH3:23])[c:6]([O:20][CH3:21])[c:7]2[c:8]1[CH:9]=[CH:10][CH:11]([CH2:13][CH2:14][CH2:15][C:16](=[O:17])[OH:18])[O:12]2. Reactants: N([C@@H](CC(C)C)C(=O)O)C(=O)OC(C)(C)C (Boc-L-Leu-OH), Cl (HCl), N[C@H](CC1=CN(C2=CC=CC=C12)C)C(=O)OCC1=CC=CC=C1 (H-D-Trp(CH3)-OBzl), C=1C=CC2=C(C1)N=NN2O (HOBT). Solvent: CN(C)C=O (DMF). The product is N([C@@H](CC(C)C)C(=O)N[C@H](CC1=CN(C2=CC=CC=C12)C)C(=O)OCC1=CC=CC=C1)C(=O)OC(C)(C)C (Boc-L-Leu-D-Trp(CH3)-OBzl). The yield is 84.6%. Reaction SMILES: [NH:1]([C:10]([O:12][C:13]([CH3:16])([CH3:15])[CH3:14])=[O:11])[C@H:2]([C:7]([OH:9])=O)[CH2:3][CH:4]([CH3:6])[CH3:5].Cl.[NH2:18][C@@H:19]([C:31]([O:33][CH2:34][C:35]1[CH:40]=[CH:39][CH:38]=[CH:37][CH:36]=1)=[O:32])[CH2:20][C:21]1[C:29]2[C:24](=[CH:25][CH:26]=[CH:27][CH:28]=2)[N:23]([CH3:30])[CH:22]=1.C1C=CC2N(O)N=NC=2C=1>CN(C=O)C>[NH:1]([C:10]([O:12][C:13]([CH3:16])([CH3:15])[CH3:14])=[O:11])[C@H:2]([C:7]([NH:18][C@@H:19]([C:31]([O:33][CH2:34][C:35]1[CH:40]=[CH:39][CH:38]=[CH:37][CH:36]=1)=[O:32])[CH2:20][C:21]1[C:29]2[C:24](=[CH:25][CH:26]=[CH:27][CH:28]=2)[N:23]([CH3:30])[CH:22]=1)=[O:9])[CH2:3][CH:4]([CH3:5])[CH3:6]. Procedure: Boc-L-Leu-OH (1.30 g), HCl.H-D-Trp(CH3)-OBzl (1.76 g), WSCD (950 mg) and HOBT (827 mg) in DMF (30 ml) was reacted at 5° C. overnight in a similar manner to that of Preparation 1-1) to give Boc-L-Leu-D-Trp(CH3)-OBzl (2.48 g). Starting materials: O (Water), [H-].[Na+] (sodium hydride), FC1=CC=C(CBr)C=C1 (4-Fluorobenzyl bromide), C(C1=CC=CC=C1)N1CCC(CC1)CO (1-benzyl-4-hydroxymethyl piperidine). The solvent is O1CCCC1 (tetrahydrofuran). The product is C(C1=CC=CC=C1)N1CCC(CC1)COCC1=CC=C(C=C1)F (1-Benzyl 4-(4'-fluorobenzyloxymethyl)piperidine). Isolated yield 59.2%. RXN SMILES: [H-].[Na+].[CH2:3]([N:10]1[CH2:15][CH2:14][CH:13]([CH2:16][OH:17])[CH2:12][CH2:11]1)[C:4]1[CH:9]=[CH:8][CH:7]=[CH:6][CH:5]=1.[F:18][C:19]1[CH:26]=[CH:25][C:22]([CH2:23]Br)=[CH:21][CH:20]=1.O>O1CCCC1>[CH2:3]([N:10]1[CH2:15][CH2:14][CH:13]([CH2:16][O:17][CH2:23][C:22]2[CH:25]=[CH:26][C:19]([F:18])=[CH:20][CH:21]=2)[CH2:12][CH2:11]1)[C:4]1[CH:9]=[CH:8][CH:7]=[CH:6][CH:5]=1 |f:0.1|. Procedure details: A suspension of sodium hydride (60% dispersion in oil, 0.76 g, 19 mmol) in anhydrous tetrahydrofuran (38 mL) was stirred at room temperature under a nitrogen atmosphere. A solution of 1-benzyl-4-hydroxymethyl piperidine (3.82 g, 18.6 mmol) was added dropwise. After the addition was completed, the reaction mixture was stirred for 2 h. 4-Fluorobenzyl bromide (2.4 mL, 19 mmol) was added dropwise, then the reaction mixture was stirred for 72 h. Water (50 mL) was added and the resulting mixture was e...